From a dataset of the Open Reaction Database (ORD), a public repository of structured organic reaction records. describe an organic reaction: reactants, conditions, products, and yield Reactants: ClC1=C(C=CC=C1)N1N=C(C=C1O)CC(=O)OC (methyl [1-(2-chlorophenyl)-5-hydroxy-1H-pyrazol-3-yl]acetate), C(C)(=O)O (acetic acid), ClCC(OCC)(OCC)OCC (2-chloro-1,1,1-triethoxyethane). Solvent: C(C)#N (acetonitrile). The product is ClCC(=O)C=1C(=NN(C1O)C1=C(C=CC=C1)Cl)CC(=O)OC (methyl [4-(chloroacetyl)-1-(2-chlorophenyl)-5-hydroxy-1H-pyrazol-3-yl]acetate). Reaction SMILES: [Cl:1][C:2]1[CH:7]=[CH:6][CH:5]=[CH:4][C:3]=1[N:8]1[C:12]([OH:13])=[CH:11][C:10]([CH2:14][C:15]([O:17][CH3:18])=[O:16])=[N:9]1.C(O)(=O)C.[Cl:23][CH2:24][C:25](OCC)(OCC)[O:26]CC>C(#N)C>[Cl:23][CH2:24][C:25]([C:11]1[C:10]([CH2:14][C:15]([O:17][CH3:18])=[O:16])=[N:9][N:8]([C:3]2[CH:4]=[CH:5][CH:6]=[CH:7][C:2]=2[Cl:1])[C:12]=1[OH:13])=[O:26]. Procedure details: The mixture of the above obtained methyl [1-(2-chlorophenyl)-5-hydroxy-1H-pyrazol-3-yl]acetate (Compound of Formula (IV), 0.60 g), was suspended in acetonitrile (5 mL) and glacial acetic acid (14 mg, 0.1 eq.) and 2-chloro-1,1,1-triethoxyethane (1.5 g) under nitrogen, was heated at 70° C. for 45-60 minutes. The resulting red solution was concentrated in vacuo to afford a red syrup that was washed with cyclohexane and then dried in vacuo. Due to its relative instability, no further purification of... The reactants are CC(C)OC(=O)/N=N/C(=O)OC(C)C (DIAD), ClC1=C(C(=CC(=C1)Cl)Cl)NS(=O)(=O)NCC(=O)OCC (Ethyl 2-((N-(2,4,6-trichlorophenyl)sulfamoyl)amino)acetate), C1(CC1)(CO)CO (cyclopropane-1,1-diyldimethanol), C1(=CC=CC=C1)P(C1=CC=CC=C1)C1=CC=CC=C1 (triphenylphosphine). Solvent: C1CCOC1 (THF). Conditions: temperature -20 celsius, time 5 hour. The product is O=S1(N(CC2(CC2)CN1C1=C(C=C(C=C1Cl)Cl)Cl)CC(=O)OCC)=O (Ethyl 2-(6,6-dioxido-7-(2,4,6-trichlorophenyl)-6-thia-5,7-diazaspiro[2,5]-octane-5-yl)acetate). Isolated yield 44.1%. As a reaction SMILES: [Cl:1][C:2]1[CH:7]=[C:6]([Cl:8])[CH:5]=[C:4]([Cl:9])[C:3]=1[NH:10][S:11]([NH:14][CH2:15][C:16]([O:18][CH2:19][CH3:20])=[O:17])(=[O:13])=[O:12].[C:21]1([CH2:26]O)([CH2:24]O)[CH2:23][CH2:22]1.C1(P(C2C=CC=CC=2)C2C=CC=CC=2)C=CC=CC=1.CC(OC(/N=N/C(OC(C)C)=O)=O)C>C1COCC1>[O:12]=[S:11]1(=[O:13])[N:10]([C:3]2[C:4]([Cl:9])=[CH:5][C:6]([Cl:8])=[CH:7][C:2]=2[Cl:1])[CH2:26][C:21]2([CH2:23][CH2:22]2)[CH2:24][N:14]1[CH2:15][C:16]([O:18][CH2:19][CH3:20])=[O:17]. Procedure: Ethyl 2-((N-(2,4,6-trichlorophenyl)sulfamoyl)amino)acetate (380 mg, 1.05 mmol), cyclopropane-1,1-diyldimethanol (107 mg, 1.05 mmol) and triphenylphosphine (689 mg, 2.63 mmol) were dissolved in anhydrous THF (30 mL) in a reactor, and then cooled down −20° C. after removal of air in the reactor by purging nitrogen gas. DIAD (532 mg, 2.63 mmol) was dropwisely added to the reaction mixture and agitated for 5 hr at room temperature. The resultant was concentrated under reduced pressure and purified b... Reactants: [H-].[Na+] (sodium hydride), CN(C)C=O (DMF), OC1O[C@](C2=CC=CC=C2C1)(C(F)(F)F)C ((1R)-hydroxy-1-methyl-1-trifluoromethylisochroman), CN(C)C=O (DMF). Conditions: time 1 hour. Yields the product COC1O[C@](C2=CC=CC=C2C1)(C(F)(F)F)C ((1R)-Methoxy-1-methyl-1-trifluoromethyl-isochroman). The yield is 98.0%. Reaction SMILES: [H-].[Na+].[OH:3][CH:4]1[CH2:13][C:12]2[C:7](=[CH:8][CH:9]=[CH:10][CH:11]=2)[C@:6]([CH3:18])([C:14]([F:17])([F:16])[F:15])[O:5]1.[CH3:19]N(C=O)C>>[CH3:19][O:3][CH:4]1[CH2:13][C:12]2[C:7](=[CH:8][CH:9]=[CH:10][CH:11]=2)[C@:6]([CH3:18])([C:14]([F:15])([F:17])[F:16])[O:5]1 |f:0.1|. Procedure details: To a stirred mixture of sodium hydride (3.47 g, 0.145 mol) in DMF (50 mL) was added (1R)-hydroxy-1-methyl-1-trifluoromethylisochroman (28.0 g, 0.121 mol) solution in DMF (370 mL) at 0° C., then the mixture was stirred at room temperature for 1 hr. The reaction mixture was quenched with water and diluted with saturated aqueous ammonium chloride. This was extracted with ethyl acetate-toluene (4:1). The organic fraction was washed with water and brine, and dried over magnesium sulfate. The solvent ... The product is O=C1NC(Cc2ccc([N+](=O)[O-])cc2)CO1. Reactants: CCOC(C)=O, Cc1ccccc1, O=C(Cl)Cl, [K+], NC(CO)Cc1ccc([N+](=O)[O-])cc1, [OH-], O. As a reaction SMILES: [CH3:21][CH2:22][O:23][C:24](=[O:25])[CH3:26].[CH3:27][c:28]1[cH:29][cH:30][cH:31][cH:32][cH:33]1.[Cl:17][C:18]([Cl:19])=[O:20].[K+:16].[NH2:1][CH:2]([CH2:3][OH:4])[CH2:5][c:6]1[cH:7][cH:8][c:9]([N+:12](=[O:13])[O-:14])[cH:10][cH:11]1.[OH-:15].[OH2:34]>>[NH:1]1[CH:2]([CH2:5][c:6]2[cH:7][cH:8][c:9]([N+:12](=[O:13])[O-:14])[cH:10][cH:11]2)[CH2:3][O:4][C:18]1=[O:20]. Reactants: OCC1=CC=C(C=C1)C1(CC1)C(=O)N1C[C@]2(CC1)OC(C1=C2C=CC=C1)=O ((1R)-1′-({1-[4-(hydroxymethyl)phenyl]cyclopropyl}carbonyl)-3H-spiro[2-benzofuran-1,3′-pyrrolidin]-3-one), C1(=CC=CC=C1)P(C1=CC=CC=C1)C1=CC=CC=C1 (triphenylphosphine), OC1=NC=CC=C1 (2-hydroxypyridine), O1CCCC1 (tetrahydrofuran), N(=NC(=O)OC(C)C)C(=O)OC(C)C (diisopropyl azodicarboxylate). Reaction conditions: time 8 hour. The product is N1=C(C=CC=C1)OCC1=CC=C(C=C1)C1(CC1)C(=O)N1C[C@]2(CC1)OC(C1=C2C=CC=C1)=O ((1R)-1′-[(1-{4-[(Pyridin-2-yloxy)methyl]phenyl}cyclopropyl)carbonyl]-3H-spiro[2-benzofuran-1,3′-pyrrolidin]-3-one). As a reaction SMILES: [OH:1][CH2:2][C:3]1[CH:8]=[CH:7][C:6]([C:9]2([C:12]([N:14]3[CH2:18][CH2:17][C@@:16]4([C:22]5[CH:23]=[CH:24][CH:25]=[CH:26][C:21]=5[C:20](=[O:27])[O:19]4)[CH2:15]3)=[O:13])[CH2:11][CH2:10]2)=[CH:5][CH:4]=1.C1(P(C2C=CC=CC=2)C2C=CC=CC=2)C=CC=CC=1.O[C:48]1[CH:53]=[CH:52][CH:51]=[CH:50][N:49]=1.O1CCCC1.N(C(OC(C)C)=O)=NC(OC(C)C)=O>>[N:49]1[CH:50]=[CH:51][CH:52]=[CH:53][C:48]=1[O:1][CH2:2][C:3]1[CH:8]=[CH:7][C:6]([C:9]2([C:12]([N:14]3[CH2:18][CH2:17][C@@:16]4([C:22]5[CH:23]=[CH:24][CH:25]=[CH:26][C:21]=5[C:20](=[O:27])[O:19]4)[CH2:15]3)=[O:13])[CH2:11][CH2:10]2)=[CH:5][CH:4]=1. Reported procedure: To a mixture of (1R)-1′-({1-[4-(hydroxymethyl)phenyl]cyclopropyl}carbonyl)-3H-spiro[2-benzofuran-1,3′-pyrrolidin]-3-one (16.0 mg, 0.0000440 mol, prepared in example 237), triphenylphosphine (17 mg, 0.000066 mol), and 2-hydroxypyridine (4.0 mg) in tetrahydrofuran (2 mL, 0.02 mol) was added diisopropyl azodicarboxylate (14 μL, 0.000070 mol) at room temperature, and the mixture was stirred overnight. The product was isolated and purified by prep-HPLC. LC-MS: 441.2 (M+H+) The reactants are O=c1cnn(-c2cc(Cl)c(C(Cl)c3ccc(Cl)cc3)c(Cl)c2)c(=O)[nH]1, ClCCl, Nc1ncccn1. Yields the product O=c1cnn(-c2cc(Cl)c(C(Nc3ncccn3)c3ccc(Cl)cc3)c(Cl)c2)c(=O)[nH]1. RXN SMILES: [Cl:1][CH:2]([c:3]1[c:4]([Cl:18])[cH:5][c:6](-[n:10]2[n:11][cH:12][c:13](=[O:17])[nH:14][c:15]2=[O:16])[cH:7][c:8]1[Cl:9])[c:19]1[cH:20][cH:21][c:22]([Cl:25])[cH:23][cH:24]1.[Cl:33][CH2:34][Cl:35].[n:26]1[c:27]([NH2:32])[n:28][cH:29][cH:30][cH:31]1>>[CH:2]([c:3]1[c:4]([Cl:18])[cH:5][c:6](-[n:10]2[n:11][cH:12][c:13](=[O:17])[nH:14][c:15]2=[O:16])[cH:7][c:8]1[Cl:9])([c:19]1[cH:20][cH:21][c:22]([Cl:25])[cH:23][cH:24]1)[NH:32][c:27]1[n:26][cH:31][cH:30][cH:29][n:28]1. Reactants: resultant solution, C1(=CC=CC=C1)CCCCCCCC(=O)Cl (8-phenyloctanoyl chloride), C(C#C)O (propargyl alcohol), N1=CC=CC=C1 (pyridine), ice water. Run in C1(=CC=CC=C1)C (toluene). Product: C1(=CC=CC=C1)CCCCCCCC(=O)OCC#C (propargyl 8-phenyloctanoate). Yield: 90.0%. As a reaction SMILES: [C:1]1([CH2:7][CH2:8][CH2:9][CH2:10][CH2:11][CH2:12][CH2:13][C:14](Cl)=[O:15])[CH:6]=[CH:5][CH:4]=[CH:3][CH:2]=1.C([OH:20])C#C.N1C=C[CH:24]=[CH:23][CH:22]=1>C1(C)C=CC=CC=1>[C:1]1([CH2:7][CH2:8][CH2:9][CH2:10][CH2:11][CH2:12][CH2:13][C:14]([O:15][CH2:22][C:23]#[CH:24])=[O:20])[CH:6]=[CH:5][CH:4]=[CH:3][CH:2]=1. Procedure details: 542 Milligrams of 8-phenyloctanoyl chloride was added by drops to a mixture of 140 mg of propargyl alcohol, 198 mg of pyridine and 20 ml of dry toluene with stirring and ice-cooling. After dropwise addition, the resultant solution was stirred for additional 12 hours at room temperature. The thus stirred solution was then poured into ice water. The toluene layer was separated from the resulting mixture. The aqueous layer was extracted once with toluene. These toluene layers were combined, washed ... The reactants are ClC=1C(=C2C(=NC1)NC(=N2)C2=CC=C(C=C2)OCCN2CCOCC2)Cl (6,7-Dichloro-2-[4-(2-morpholin-4-ylethoxy)phenyl]-3H-imidazo[4,5-b]pyridine), C(C1=CC=CC=C1)NCCO (N-benzylethanolamine). Solvent: CC#N (CH3CN). Yields the product C(C1=CC=CC=C1)N(CCO)C1=C2C(=NC=C1Cl)N=C(N2)C2=CC=C(C=C2)OCCN2CCOCC2 (2-[Benzyl(6-chloro-2-{4-[2-(4-morpholinyl)ethoxy]phenyl)-1H-imidazo[4,5-b]pyridin-7-yl)amino]ethanol). RXN SMILES: [Cl:1][C:2]1[C:3](Cl)=[C:4]2[N:10]=[C:9]([C:11]3[CH:16]=[CH:15][C:14]([O:17][CH2:18][CH2:19][N:20]4[CH2:25][CH2:24][O:23][CH2:22][CH2:21]4)=[CH:13][CH:12]=3)[NH:8][C:5]2=[N:6][CH:7]=1.[CH2:27]([NH:34][CH2:35][CH2:36][OH:37])[C:28]1[CH:33]=[CH:32][CH:31]=[CH:30][CH:29]=1>CC#N>[CH2:27]([N:34]([C:3]1[C:2]([Cl:1])=[CH:7][N:6]=[C:5]2[N:8]=[C:9]([C:11]3[CH:12]=[CH:13][C:14]([O:17][CH2:18][CH2:19][N:20]4[CH2:21][CH2:22][O:23][CH2:24][CH2:25]4)=[CH:15][CH:16]=3)[NH:10][C:4]=12)[CH2:35][CH2:36][OH:37])[C:28]1[CH:33]=[CH:32][CH:31]=[CH:30][CH:29]=1. Reported procedure: 6,7-Dichloro-2-[4-(2-morpholin-4-ylethoxy)phenyl]-3H-imidazo[4,5-b]pyridine (Example 206) (0.10 g, 0.25 mmol) and N-benzylethanolamine (0.3 g) were heated to 180° C. for 15 h. The reaction mixture was diluted with CH3CN and purified by HPLC-C18 to deliver the title product as the bis(trifluoroacetate) (44%). Starting materials: CCc1nc(NC2COCC2O)c(CC)nc1Br, CCc1nc(-c2ccc(Cl)cc2Cl)c(CC)nc1NC1c2ccccc2CC1O, COc1ccc(B(O)O)c(Cl)c1. The product is CCc1nc(-c2ccc(OC)cc2Cl)c(CC)nc1NC1COCC1O. Reaction SMILES: [Br:30][c:31]1[n:32][c:33]([CH2:46][CH3:47])[c:34]([NH:39][CH:40]2[CH:41]([OH:45])[CH2:42][O:43][CH2:44]2)[n:35][c:36]1[CH2:37][CH3:38].[Cl:1][c:2]1[cH:3][c:4]([Cl:5])[cH:6][cH:7][c:8]1-[c:9]1[n:10][c:11]([CH2:12][CH3:13])[c:14]([NH:15][CH:16]2[c:17]3[c:18]([cH:19][cH:20][cH:21][cH:22]3)[CH2:23][CH:24]2[OH:25])[n:26][c:27]1[CH2:28][CH3:29].[Cl:48][c:49]1[c:50]([B:57]([OH:58])[OH:59])[cH:51][cH:52][c:53]([O:55][CH3:56])[cH:54]1>>[c:31]1(-[c:50]2[c:49]([Cl:48])[cH:54][c:53]([O:55][CH3:56])[cH:52][cH:51]2)[n:32][c:33]([CH2:46][CH3:47])[c:34]([NH:39][CH:40]2[CH:41]([OH:45])[CH2:42][O:43][CH2:44]2)[n:35][c:36]1[CH2:37][CH3:38].